Task: describe an organic reaction: reactants, conditions, products, and yield. Dataset: the Open Reaction Database (ORD), a public repository of structured organic reaction records The reactants are B, CNC, CC(C)=O, NCC1CNC(=O)c2cccc3[nH]cc1c23, C1CCOC1, O. The product is CC(C)NCC1CNC(=O)c2cccc3[nH]cc1c23. As a reaction SMILES: [BH3:4].[CH3:1][NH:2][CH3:3].[CH3:22][C:23]([CH3:24])=[O:25].[NH2:6][CH2:7][CH:8]1[CH2:9][NH:10][C:11](=[O:21])[c:12]2[c:13]3[c:14]1[cH:15][nH:16][c:17]3[cH:18][cH:19][cH:20]2.[O:26]1[CH2:27][CH2:28][CH2:29][CH2:30]1.[OH2:5]>>[NH:6]([CH2:7][CH:8]1[CH2:9][NH:10][C:11](=[O:21])[c:12]2[c:13]3[c:14]1[cH:15][nH:16][c:17]3[cH:18][cH:19][cH:20]2)[CH:23]([CH3:22])[CH3:24]. The reactants are O (water), [OH-].[Na+] (sodium hydroxide), CN1C(NC(C=2NC=NC12)=O)=O (3-methylxanthine), C(C1=CC=CC=C1)Br (Benzyl bromide). Solvent: CO (methanol). Run at temperature 70 celsius, time 1 hour. Product: C(C1=CC=CC=C1)N1C=NC=2N(C(NC(C12)=O)=O)C (7-benzyl-3-methylxanthine). The yield is 69.5%. As a reaction SMILES: [OH-].[Na+].[CH3:3][N:4]1[C:12]2[N:11]=[CH:10][NH:9][C:8]=2[C:7](=[O:13])[NH:6][C:5]1=[O:14].[CH2:15](Br)[C:16]1[CH:21]=[CH:20][CH:19]=[CH:18][CH:17]=1.O>CO>[CH2:15]([N:9]1[C:8]2[C:7](=[O:13])[NH:6][C:5](=[O:14])[N:4]([CH3:3])[C:12]=2[N:11]=[CH:10]1)[C:16]1[CH:21]=[CH:20][CH:19]=[CH:18][CH:17]=1 |f:0.1|. Procedure details: A 10% aqueous sodium hydroxide solution (10 ml) was added to a suspension of 3-methylxanthine (4.15 g) in methanol (25 ml) and the mixture was stirred for 1 hour at 70° C. Benzyl bromide (4.275 g, 2.97 ml) was added dropwise at 70° C. and the mixture was stirred at 70-80° C. for an additional 5 hours. After cooling to room temperature, the mixture was treated with water (50 ml). The precipitate was filtered, dissolved in 1 N aqueous sodium hydroxide solution (50 ml) and the solution was acidifie... Starting materials: C1(=CC=CC=C1)[Mg]Br (PhMgBr), CN(C)CCN(C)C (TMEDA), BrC1CCCCCC1 (bromocycloheptane), FeCl3, [Cl-].[NH4+] (ammonium chloride), C1(=CC=CC=C1)[Mg]Br.CN(C)CCN(C)C (PhMgBr TMEDA). Run at time 10 minute. The product is C1(CCCCCC1)C1=CC=CC=C1 (cycloheptylbenzene), C1(=CC=CC=C1)C1=CC=CC=C1 (biphenyl). As a reaction SMILES: [C:1]1([Mg]Br)[CH:6]=[CH:5][CH:4]=[CH:3][CH:2]=1.CN(CCN(C)C)C.Br[CH:18]1[CH2:24][CH2:23][CH2:22][CH2:21][CH2:20][CH2:19]1.[C:25]1([Mg]Br)[CH:30]=[CH:29][CH:28]=[CH:27][CH:26]=1.CN(CCN(C)C)C.[Cl-].[NH4+]>>[CH:18]1([C:1]2[CH:6]=[CH:5][CH:4]=[CH:3][CH:2]=2)[CH2:24][CH2:23][CH2:22][CH2:21][CH2:20][CH2:19]1.[C:1]1([C:25]2[CH:30]=[CH:29][CH:28]=[CH:27][CH:26]=2)[CH:6]=[CH:5][CH:4]=[CH:3][CH:2]=1 |f:3.4,5.6|. Reported procedure: A mixture of PhMgBr (72 mL of 0.93-M THF solution, 67 mmol) and TMEDA (7.78 g, 67 mmol) was added to a mixture of bromocycloheptane (8.85 g, 50 mmol), FeCl3 (25 mL of 0.1-M THF solution, 5 mol %) at 0° C. in such a rate as keeping the reaction mixture in its pale yellow solution (1.36 mL/min. in the case of this run), using an injection pump. After completion of the addition of PhMgBr/TMEDA, the reaction mixture was stirred for 10 minutes at this temperature. The reaction mixture was treated wit... Reactants: BrC=1N(N=C2C(=CC(=CC12)C(F)(F)F)COCC1(CCN(CC1)C(=O)OC(C)(C)C)C1=CC=CC=C1)COCC[Si](C)(C)C (tert-Butyl 4-(((3-bromo-5-(trifluoromethyl)-2-((2-(trimethylsilyl)ethoxy)methyl)-2H-indazol-7-yl)methoxy)methyl)-4-phenylpiperidine-1-carboxylate), FC(C(=O)O)(F)F.C(Cl)Cl (trifluoroacetic acid methylene chloride). Yields the product BrC1=NNC2=C(C=C(C=C12)C(F)(F)F)COCC1(CCNCC1)C1=CC=CC=C1 (3-Bromo-7-(((4-phenylpiperidin-4-yl)methoxy)methyl)-5-(trifluoromethyl)-1H-indazole). As a reaction SMILES: [Br:1][C:2]1[N:3](COCC[Si](C)(C)C)[N:4]=[C:5]2[C:10]=1[CH:9]=[C:8]([C:11]([F:14])([F:13])[F:12])[CH:7]=[C:6]2[CH2:15][O:16][CH2:17][C:18]1([C:31]2[CH:36]=[CH:35][CH:34]=[CH:33][CH:32]=2)[CH2:23][CH2:22][N:21](C(OC(C)(C)C)=O)[CH2:20][CH2:19]1.FC(F)(F)C(O)=O.C(Cl)Cl>>[Br:1][C:2]1[C:10]2[C:5](=[C:6]([CH2:15][O:16][CH2:17][C:18]3([C:31]4[CH:32]=[CH:33][CH:34]=[CH:35][CH:36]=4)[CH2:19][CH2:20][NH:21][CH2:22][CH2:23]3)[CH:7]=[C:8]([C:11]([F:14])([F:13])[F:12])[CH:9]=2)[NH:4][N:3]=1 |f:1.2|. Procedure details: tert-Butyl 4-(((3-bromo-5-(trifluoromethyl)-2-((2-(trimethylsilyl)ethoxy)methyl)-2H-indazol-7-yl)methoxy)methyl)-4-phenylpiperidine-1-carboxylate (34 mg, 0.06 mmol) was treated with a trifluoroacetic acid/methylene chloride mixture (1:1, 2 mL) for 4 h. The solvent was removed in vacuo and the resulting crude mixture passed through a strong cation exchange column. After washing the column with several volumes of methanol, the product was eluted by washing the column with 2 M ammonia in methanol. ...